Dataset: the Open Reaction Database (ORD), a public repository of structured organic reaction records. Task: describe an organic reaction: reactants, conditions, products, and yield The reactants are COc1ccc(NC(=O)Nc2ccc(Oc3ccnc4cc(OCCCCCl)c(C#N)cc34)cc2)cc1, CNC, CN(C)C=O. Product: COc1ccc(NC(=O)Nc2ccc(Oc3ccnc4cc(OCCCCN(C)C)c(C#N)cc34)cc2)cc1. Reaction SMILES: [C:1](#[N:2])[c:3]1[cH:4][c:5]2[c:6]([O:19][c:20]3[cH:21][cH:22][c:23]([NH:26][C:27](=[O:28])[NH:29][c:30]4[cH:31][cH:32][c:33]([O:36][CH3:37])[cH:34][cH:35]4)[cH:24][cH:25]3)[cH:7][cH:8][n:9][c:10]2[cH:11][c:12]1[O:13][CH2:14][CH2:15][CH2:16][CH2:17][Cl:18].[CH3:38][NH:39][CH3:40].[CH3:41][N:42]([CH3:43])[CH:44]=[O:45]>>[C:1](#[N:2])[c:3]1[cH:4][c:5]2[c:6]([O:19][c:20]3[cH:21][cH:22][c:23]([NH:26][C:27](=[O:28])[NH:29][c:30]4[cH:31][cH:32][c:33]([O:36][CH3:37])[cH:34][cH:35]4)[cH:24][cH:25]3)[cH:7][cH:8][n:9][c:10]2[cH:11][c:12]1[O:13][CH2:14][CH2:15][CH2:16][CH2:17][N:39]([CH3:38])[CH3:40].